This data is from the Open Reaction Database (ORD), a public repository of structured organic reaction records. The task is: describe an organic reaction: reactants, conditions, products, and yield Starting materials: C1CO1, CCO, CCNc1ccc(NC(C)=O)c(C)c1. Yields the product CCN(CCO)c1ccc(NC(C)=O)c(C)c1. Reaction SMILES: [CH2:15]1[CH2:16][O:17]1.[CH3:18][CH2:19][OH:20].[NH:1]([C:2](=[O:3])[CH3:4])[c:5]1[c:6]([CH3:14])[cH:7][c:8]([NH:9][CH2:10][CH3:11])[cH:12][cH:13]1>>[NH:1]([C:2](=[O:3])[CH3:4])[c:5]1[c:6]([CH3:14])[cH:7][c:8]([N:9]([CH2:10][CH3:11])[CH2:15][CH2:16][OH:17])[cH:12][cH:13]1. Reactants: C(C)(=O)OC1=CC=C(C=C1)C#CC1=CC=CC=C1 (4-(Phenylethynyl)phenyl acetate), [OH-].[Na+] (sodium hydroxide), O1CCCC1 (tetrahydrofuran), 2-L. The solvent is hexanes, C(C)(=O)O (acetic acid). Reaction conditions: time 5 hour. Product: C1(=CC=CC=C1)C#CC1=CC=C(C=C1)O (4-(Phenylethynyl)phenol). Yield: 36.2%. RXN SMILES: C([O:4][C:5]1[CH:10]=[CH:9][C:8]([C:11]#[C:12][C:13]2[CH:18]=[CH:17][CH:16]=[CH:15][CH:14]=2)=[CH:7][CH:6]=1)(=O)C.[OH-].[Na+].O1CCCC1>C(O)(=O)C>[C:13]1([C:12]#[C:11][C:8]2[CH:7]=[CH:6][C:5]([OH:4])=[CH:10][CH:9]=2)[CH:14]=[CH:15][CH:16]=[CH:17][CH:18]=1 |f:1.2|. Procedure details: 4-(Phenylethynyl)phenyl acetate (60.6 g, 0.256 moles), 20 percent aqueous sodium hydroxide (400 mL), and tetrahydrofuran (400 mL) are added to a 2-L Erlenmeyer flask and stirred at room temperature for 5 hours. The mixture is acidified with glacial acetic acid (120 mL) until a pH of 7 is reached. The aqueous layer is removed and extracted with tetrahydrofuran. The organic layers are combined and concentrated on a rotovap to give a tan solid. The solid is heated with hexanes (700 mL) on a steam b... The reactants are BrC=1C2=C(C=NC1)C=CN2C(=O)OC(C)(C)C (tert-butyl 7-bromo-1H-pyrrolo[3,2-c]pyridine-1-carboxylate), C1(=CC=CC=C1)P(CCCP(C1=CC=CC=C1)C1=CC=CC=C1)C1=CC=CC=C1 (1,3-bis(diphenylphosphino)propane), CN(C)C=O (DMF), CO (methanol). The reagents and catalysts are C(C)(=O)[O-].[Pd+2].C(C)(=O)[O-] (palladium acetate). Run in C(C)(=O)OCC (ethyl acetate), C(C)N(CC)CC (triethylamine). Reaction conditions: temperature 80 celsius, time 2 day. The product is N1C=CC=2C=NC=C(C21)C(=O)OC (methyl 1H-pyrrolo[3,2-c]pyridine-7-carboxylate). Reaction SMILES: Br[C:2]1[C:3]2[N:10](C(OC(C)(C)C)=O)[CH:9]=[CH:8][C:4]=2[CH:5]=[N:6][CH:7]=1.C1(P(C2C=CC=CC=2)CCCP(C2C=CC=CC=2)C2C=CC=CC=2)C=CC=CC=1.CN([CH:50]=[O:51])C.[CH3:52][OH:53]>C(OCC)(=O)C.C([O-])(=O)C.[Pd+2].C([O-])(=O)C.C(N(CC)CC)C>[NH:10]1[C:3]2[C:2]([C:52]([O:51][CH3:50])=[O:53])=[CH:7][N:6]=[CH:5][C:4]=2[CH:8]=[CH:9]1 |f:5.6.7|. Procedure: A mixture of tert-butyl 7-bromo-1H-pyrrolo[3,2-c]pyridine-1-carboxylate (0.20 g), 1,3-bis(diphenylphosphino)propane (0.028 g), palladium acetate (0.015 g), DMF (4.0 mL), methanol (6.0 mL), and triethylamine (0.28 mL) was stirred at 80° C. for 2 days under carbon monoxide atmosphere. The reaction mixture was left to be cooled and replaced with argon. The reaction mixture was diluted with ethyl acetate, washed with water and saturated brine, dried over anhydrous magnesium sulfate, and then filtere... Starting materials: CS(=O)(=O)C1=CC=C(C=N1)OC=1C=C2C=C(NC2=C(C1)OC1CCOCC1)C=1SC(CN1)CC(=O)O ({2-[5-{[6-(methylsulfonyl)pyridin-3-yl]oxy}-7-(tetrahydro-2H-pyran-4-yloxy)-1H-indol-2-yl]-4,5-dihydro-1,3-thiazol-5-yl}acetic acid), O.ON1N=NC2=C1C=CC=C2 (1-hydroxybenzotriazole monohydrate), Cl.C(C)N=C=NCCCN(C)C (1-ethyl-3-(3-dimethylaminopropyl)carbodiimide hydrochloride), COCCN (2-methoxyethylamine). Solvent: CCCCCC (hexane), O (Water), C(C)(=O)OCC (ethyl acetate), CN(C=O)C (N,N-dimethylformamide). Reaction conditions: time 15 hour. The product is COCCNC(CC1CN=C(S1)C=1NC2=C(C=C(C=C2C1)OC=1C=NC(=CC1)S(=O)(=O)C)OC1CCOCC1)=O (N-(2-Methoxyethyl)-2-{2-[5-{[6-(methylsulfonyl)pyridin-3-yl]oxy}-7-(tetrahydro-2H-pyran-4-yloxy)-1H-indol-2-yl]-4,5-dihydro-1,3-thiazol-5-yl}acetamide). Isolated yield 61.4%. Reaction SMILES: [CH3:1][S:2]([C:5]1[N:10]=[CH:9][C:8]([O:11][C:12]2[CH:13]=[C:14]3[C:18](=[C:19]([O:21][CH:22]4[CH2:27][CH2:26][O:25][CH2:24][CH2:23]4)[CH:20]=2)[NH:17][C:16]([C:28]2[S:29][CH:30]([CH2:33][C:34]([OH:36])=O)[CH2:31][N:32]=2)=[CH:15]3)=[CH:7][CH:6]=1)(=[O:4])=[O:3].O.ON1C2C=CC=CC=2N=N1.Cl.C(N=C=NCCCN(C)C)C.[CH3:60][O:61][CH2:62][CH2:63][NH2:64]>CN(C)C=O.CCCCCC.C(OCC)(=O)C.O>[CH3:60][O:61][CH2:62][CH2:63][NH:64][C:34](=[O:36])[CH2:33][CH:30]1[S:29][C:28]([C:16]2[NH:17][C:18]3[C:14]([CH:15]=2)=[CH:13][C:12]([O:11][C:8]2[CH:9]=[N:10][C:5]([S:2]([CH3:1])(=[O:4])=[O:3])=[CH:6][CH:7]=2)=[CH:20][C:19]=3[O:21][CH:22]2[CH2:27][CH2:26][O:25][CH2:24][CH2:23]2)=[N:32][CH2:31]1 |f:1.2,3.4|. Procedure details: To a solution of {2-[5-{[6-(methylsulfonyl)pyridin-3-yl]oxy}-7-(tetrahydro-2H-pyran-4-yloxy)-1H-indol-2-yl]-4,5-dihydro-1,3-thiazol-5-yl}acetic acid (150 mg) in N,N-dimethylformamide (5 mL) were added 1-hydroxybenzotriazole monohydrate (65 mg), 1-ethyl-3-(3-dimethylaminopropyl)carbodiimide hydrochloride (81 mg), and 2-methoxyethylamine (42 mg), and the mixture was stirred at room temperature for 15 hr. Water was added to the reaction mixture, and the mixture was extracted with ethyl acetate. The... The reactants are [BH4-].[Na+] (sodium borohydride), [BH4-].[Na+] (Sodium borohydride), COC=1C(=NC=CC1)C(=O)OC (3-methoxy-2-methoxycarbonylpyridine), CO (Methanol). Run in C(C)O (ethanol). Run at time 8 hour. Yields the product OCC1=NC=CC=C1OC (2-hydroxymethyl-3-methoxypyridine). Yield: 57.5%. As a reaction SMILES: [BH4-].[Na+].[CH3:3][O:4][C:5]1[C:6]([C:11](OC)=[O:12])=[N:7][CH:8]=[CH:9][CH:10]=1.CO>C(O)C>[OH:12][CH2:11][C:6]1[C:5]([O:4][CH3:3])=[CH:10][CH:9]=[CH:8][N:7]=1 |f:0.1|. Procedure details: Sodium borohydride (6.3 g) was added slowly over 75 minutes to a solution of 3-methoxy-2-methoxycarbonylpyridine (9.2 g) in ethanol. Methanol (100 ml) was then added and after the initial vigorous reaction had subsided, further sodium borohydride (8.3 g) was added over a further 3 hours, and the mixture was left to stand overnight. The solvent was evaporated, the residue dissolved in water and extracted with chloroform and the chloroform solution dried. Evaporation, and crystallisation from ethe... Starting materials: C(C)(C)(C)OC(=O)N1CCC(CC1)C(OC1=NC(=CC=C1)C#N)C1=CC=C(C=C1)C#N (4-[(4-cyano-phenyl)-(6-cyano-pyridin-2-yloxy)-methyl]-piperidine-1-carboxylic acid tert-butyl ester), amine, O=C(CCN1C(C2=CC=CC=C2C1=O)=O)C (2-(3-oxo-butyl)-isoindole-1,3-dione). The product is NCCC(C)N1CCC(CC1)C(OC1=CC=CC(=N1)C#N)C1=CC=C(C=C1)C#N (6-[[1-(3-amino-1-methyl-propyl)-piperidin-4-yl]-(4-cyano-phenyl)-methoxy]-pyridine-2-carbonitrile). As a reaction SMILES: C(OC([N:8]1[CH2:13][CH2:12][CH:11]([CH:14]([C:24]2[CH:29]=[CH:28][C:27]([C:30]#[N:31])=[CH:26][CH:25]=2)[O:15][C:16]2[CH:21]=[CH:20][CH:19]=[C:18]([C:22]#[N:23])[N:17]=2)[CH2:10][CH2:9]1)=O)(C)(C)C.O=[C:33]([CH3:47])[CH2:34][CH2:35][N:36]1C(=O)C2C(=CC=CC=2)C1=O>>[NH2:36][CH2:35][CH2:34][CH:33]([N:8]1[CH2:9][CH2:10][CH:11]([CH:14]([C:24]2[CH:25]=[CH:26][C:27]([C:30]#[N:31])=[CH:28][CH:29]=2)[O:15][C:16]2[N:17]=[C:18]([C:22]#[N:23])[CH:19]=[CH:20][CH:21]=2)[CH2:12][CH2:13]1)[CH3:47]. Reported procedure: Using general procedure C with 4-[(4-cyano-phenyl)-(6-cyano-pyridin-2-yloxy)-methyl]-piperidine-1-carboxylic acid tert-butyl ester (see EXAMPLE 43) (200 mg, 0.48 mmol), then general procedure B with the resulting amine and 2-(3-oxo-butyl)-isoindole-1,3-dione (168 mg, 0.77 mmol) and then using general procedure D afforded 6-[[1-(3-amino-1-methyl-propyl)-piperidin-4-yl]-(4-cyano-phenyl)-methoxy]-pyridine-2-carbonitrile as a colourless syrup (40 mg, 22% over 3 steps). The reactants are BrC=1C=C(C=C2C=NNC12)Cl (7-Bromo-5-chloro-1H-indazole), CN(C=O)C (dimethylformamide), [H-].[Na+] (sodium hydride), C(C)(C)(C)[Li] (tert-butyllithium), CCCCC (pentane), [Cl-].[NH4+] (ammonium chloride). The solvent is C(C)(=O)OCC (ethyl acetate), O1CCCC1 (tetrahydrofuran). Run at time 15 minute. Product: ClC=1C=C2C=NNC2=C(C1)C=O (5-Chloro-1H-indazole-7-carbaldehyde). As a reaction SMILES: Br[C:2]1[CH:3]=[C:4]([Cl:11])[CH:5]=[C:6]2[C:10]=1[NH:9][N:8]=[CH:7]2.[H-].[Na+].C([Li])(C)(C)C.CCCCC.CN(C)[CH:26]=[O:27].[Cl-].[NH4+]>O1CCCC1.C(OCC)(=O)C>[Cl:11][C:4]1[CH:5]=[C:6]2[C:10](=[C:2]([CH:26]=[O:27])[CH:3]=1)[NH:9][N:8]=[CH:7]2 |f:1.2,6.7|. Procedure details: 7-Bromo-5-chloro-1H-indazole (0.44 g, 1.90 mmol) and sodium hydride were combined in tetrahydrofuran (5 mL) at 0° C. After 15 min, cooling was removed and the mixture stirred at room temperature for 20 min. The stirred mixture was cooled to −78° C. and treated with a solution of tert-butyllithium in pentane (1.7 M, 2.4 mL, 3.99 mmol) over several minutes. The mixture was allowed to gradually warm to −20° C. over 1 h, re-cooled to −78° C. and treated with dimethylformamide (220 μL, 2.85 mmol). Th... The reactants are CN1CC2(NCC1)CC1=CC=CC=C1CC2 (1'-methylspiro[tetralin-2,3'-piperazine]), C(C)(=O)OCC (ethyl acetate), COC1=CC=C(C(=O)Cl)C=C1 (p-methoxybenzoyl chloride). Run in C([O-])([O-])=O.[K+].[K+] (potassium carbonate). Yields the product COC1=CC=C(C=C1)N1CC2(N(CC1)C)CC1=CC=CC=C1CC2 (1'-(4-Methoxyphenyl)-4'-methylspiro[tetralin-2,3'-piperazine]). Yield: 74.0%. RXN SMILES: [CH3:1][N:2]1[CH2:7][CH2:6][NH:5][C:4]2([CH2:16][CH2:15][C:14]3[C:9](=[CH:10][CH:11]=[CH:12][CH:13]=3)[CH2:8]2)[CH2:3]1.[CH3:17][O:18][C:19]1[CH:27]=[CH:26]C(C(Cl)=O)=[CH:21][CH:20]=1.[C:28](OCC)(=O)C>C(=O)([O-])[O-].[K+].[K+]>[CH3:17][O:18][C:19]1[CH:27]=[CH:26][C:1]([N:2]2[CH2:7][CH2:6][N:5]([CH3:28])[C:4]3([CH2:16][CH2:15][C:14]4[C:9](=[CH:10][CH:11]=[CH:12][CH:13]=4)[CH2:8]3)[CH2:3]2)=[CH:21][CH:20]=1 |f:3.4.5|. Procedure details: 1'-methylspiro[tetralin-2,3'-piperazine] (50 mg, 0.23 mmol) was dissolved in ethyl acetate (4 ml)-saturated aqueous potassium carbonate solution (4 ml). While the solution was vigorously stirred, p-methoxybenzoyl chloride (51 mg, 0.3 mmol) was added. After the organic layer was separated, the solvent was concentrated under reduced pressure. The obtained residue was subjected to silica gel column chromatography for elution with n-hexane-ethyl acetate (9:1) to yield 60 mg (74%) of the title compou... Reaction SMILES: [N:1]([CH2:4][C@H:5]1[O:10][CH2:9][C@@H:8]([CH3:11])[N:7]([C:12]2[CH:17]=[C:16]([Cl:18])[N:15]=[C:14]([NH2:19])[N:13]=2)[CH2:6]1)=[N+]=[N-]>C(O)C.[Pd]>[NH2:1][CH2:4][C@H:5]1[O:10][CH2:9][C@@H:8]([CH3:11])[N:7]([C:12]2[CH:17]=[C:16]([Cl:18])[N:15]=[C:14]([NH2:19])[N:13]=2)[CH2:6]1. Reported procedure: A suspension of 4-[(2S,5R)-2-(azidomethyl)-5-methyl-4-morpholinyl]-6-chloro-2-pyrimidinamine (890 mg, 3.14 mmol) and 10% Pd/C (95 mg, 0.09 mmol) in ethanol (35 mL) was stirred under an atmosphere of hydrogen for 1.5 hours, then filtered through a pad of celite. The filtrate was concentrated in vacuo to give the title compound (778 mg, about 85% purity) as a white solid. LC-MS (ES) m/z=258, 260 [M+H]+. Solvent: C(C)O (ethanol). Conditions: time 1.5 hour. Isolated yield 96.1%. Reactants: N(=[N+]=[N-])C[C@@H]1CN([C@@H](CO1)C)C1=NC(=NC(=C1)Cl)N (4-[(2S,5R)-2-(azidomethyl)-5-methyl-4-morpholinyl]-6-chloro-2-pyrimidinamine). The product is NC[C@@H]1CN([C@@H](CO1)C)C1=NC(=NC(=C1)Cl)N (4-[(2R,5R)-2-(Aminomethyl)-5-methyl-4-morpholinyl]-6-chloro-2-pyrimidinamine). The reagents and catalysts are [Pd] (Pd/C).